Dataset: the Open Reaction Database (ORD), a public repository of structured organic reaction records. Task: describe an organic reaction: reactants, conditions, products, and yield The product is COc1nc(C)c([N+](=O)[O-])cc1C. Reaction SMILES: [CH3:1][O:2][c:3]1[c:4]([CH3:20])[cH:5][c:6]([N+:17](=[O:18])[O-:19])[c:7]([CH2:9][C:10]([O:11][C:12]([CH3:13])([CH3:14])[CH3:15])=[O:16])[n:8]1.[K+:21].[K+:22].[O-:23][C:24]([O-:25])=[O:26].[O:27]=[CH:28][N:29]([CH3:30])[CH3:31].[OH2:32]>>[CH3:1][O:2][c:3]1[c:4]([CH3:20])[cH:5][c:6]([N+:17](=[O:18])[O-:19])[c:7]([CH3:9])[n:8]1. Reactants: COc1nc(CC(=O)OC(C)(C)C)c([N+](=O)[O-])cc1C, [K+], [K+], O=C([O-])[O-], CN(C)C=O, O. Reactants: C1(=CC=C(C=C1)S(=O)(=O)Cl)C (p-toluenesulfonyl chloride), [OH-].[NH4+] (ammonium hydroxide), C(C)(=O)OCC=1N(C2=C(C=[N+](C=3C=C(C=CC23)OCC2=CC=CC=C2)[O-])N1)CC(C)(C)O ([7-benzyloxy-1-(2-hydroxy-2-methylpropyl)-5-oxido-1H-imidazo[4,5-c]quinolin-2-yl]methyl acetate). Run in ClCCl (dichloromethane), ClCCl (dichloromethane), ClCCl (dichloromethane). Reaction conditions: time 1 hour. Product: C(C)(=O)OCC=1N(C2=C(C(=NC=3C=C(C=CC23)OCC2=CC=CC=C2)N)N1)CC(C)(C)O ([4-amino-7-benzyloxy-1-(2-hydroxy-2-methylpropyl)-1H-imidazo[4,5-c]quinolin-2-yl]methyl acetate). Reaction SMILES: [C:1]([O:4][CH2:5][C:6]1[N:7]([CH2:28][C:29]([OH:32])([CH3:31])[CH3:30])[C:8]2[C:17]3[CH:16]=[CH:15][C:14]([O:18][CH2:19][C:20]4[CH:25]=[CH:24][CH:23]=[CH:22][CH:21]=4)=[CH:13][C:12]=3[N+:11]([O-])=[CH:10][C:9]=2[N:27]=1)(=[O:3])[CH3:2].[OH-].[NH4+:34].C1(C)C=CC(S(Cl)(=O)=O)=CC=1>ClCCl>[C:1]([O:4][CH2:5][C:6]1[N:7]([CH2:28][C:29]([OH:32])([CH3:31])[CH3:30])[C:8]2[C:17]3[CH:16]=[CH:15][C:14]([O:18][CH2:19][C:20]4[CH:25]=[CH:24][CH:23]=[CH:22][CH:21]=4)=[CH:13][C:12]=3[N:11]=[C:10]([NH2:34])[C:9]=2[N:27]=1)(=[O:3])[CH3:2] |f:1.2|. Procedure: A solution of [7-benzyloxy-1-(2-hydroxy-2-methylpropyl)-5-oxido-1H-imidazo[4,5-c]quinolin-2-yl]methyl acetate (40.0 g, 0.0918 mol) in dichloromethane (650 mL) was cooled to 0° C.; ammonium hydroxide (250 mL of 28%) was added. A solution of p-toluenesulfonyl chloride (29.1 g, 0.153 mol) in dichloromethane (200 mL) was added over a period of 12 minutes while maintaining the reaction temperature below 5.5° C. The reaction mixture was then allowed to warm to room temperature and stirred for one hour... The reactants are COC(=O)NCCO[C@H](CCN(C(N[C@H](CN(C(OCC[Si](C)(C)C)=O)C)C[C@@H]1COCCC1)=O)CCC)C1=CC(=CC=C1)Cl (2-(trimethylsilyl)ethyl (S)-2-(3-((R)-3-(2-(methoxycarbonylamino)ethoxy)-3-(3-chlorophenyl)propyl)-3-propylureido)-3-((R)-tetrahydro-2H-pyran-3-yl)propyl(methyl)carbamate), C(=O)(C(F)(F)F)O.C(Cl)Cl (TFA CH2Cl2). Yields the product ClC=1C=C(C=CC1)[C@@H](CCN(C(N[C@H](CNC)C[C@@H]1COCCC1)=O)CCC)OCCNC(OC)=O (methyl (4S,10R)-10-(3-chlorophenyl)-6-oxo-7-propyl-4-(((R)-tetrahydro-2H-pyran-3-yl)methyl)-11-oxa-2,5,7-triazatridecan-13-ylcarbamate). Yield: 105.6%. Reaction SMILES: [CH3:1][O:2][C:3]([NH:5][CH2:6][CH2:7][O:8][C@@H:9]([C:39]1[CH:44]=[CH:43][CH:42]=[C:41]([Cl:45])[CH:40]=1)[CH2:10][CH2:11][N:12]([CH2:36][CH2:37][CH3:38])[C:13](=[O:35])[NH:14][C@@H:15]([CH2:28][C@H:29]1[CH2:34][CH2:33][CH2:32][O:31][CH2:30]1)[CH2:16][N:17](C)[C:18](=O)OCC[Si](C)(C)C)=[O:4].C(O)(C(F)(F)F)=O.C(Cl)Cl>>[Cl:45][C:41]1[CH:40]=[C:39]([C@H:9]([O:8][CH2:7][CH2:6][NH:5][C:3](=[O:4])[O:2][CH3:1])[CH2:10][CH2:11][N:12]([CH2:36][CH2:37][CH3:38])[C:13](=[O:35])[NH:14][C@@H:15]([CH2:28][C@H:29]2[CH2:34][CH2:33][CH2:32][O:31][CH2:30]2)[CH2:16][NH:17][CH3:18])[CH:44]=[CH:43][CH:42]=1 |f:1.2|. Procedure: 2-(trimethylsilyl)ethyl (S)-2-(3-((R)-3-(2-(methoxycarbonylamino)ethoxy)-3-(3-chlorophenyl)propyl)-3-propylureido)-3-((R)-tetrahydro-2H-pyran-3-yl)propyl(methyl)carbamate (31 mg) was treated with (V/V) 20% TFA/CH2Cl2 (2 mL) for 1 hr. The excess reagent was evaporated and the crude material was purified via preparative HPLC to afford the desired product (25.7 mg). LC-MS (3 min) tR=1.36 m/z=527. 1H NMR (CD3OD) d 7.25-7.35 (m, 4H), 4.30 (t, 1H), 4.10 (m, 1H), 3.89 (dd, 1H), 3.83 (m, 1H), 3.63 (s, 3... Starting materials: CO, COc1ncncc1[N+](=O)[O-]. The product is COc1ncncc1N. As a reaction SMILES: [CH3:12][OH:13].[CH3:1][O:2][c:3]1[n:4][cH:5][n:6][cH:7][c:8]1[N+:9]([O-:10])=[O:11]>>[CH3:1][O:2][c:3]1[n:4][cH:5][n:6][cH:7][c:8]1[NH2:9]. The reactants are O=S1(N=C(NC2=C1C=CC=C2)C2=C(C1=C(N(C2=O)N=CC(C)C)C=CS1)O)=O (6-(1,1-dioxido-4H-1,2,4-benzothiadiazin-3-yl)-7-hydroxy-4-{[2-methylpropylidene]amino}thieno[3,2-b]pyridin-5(4H)-one), CO (methanol), solution, [BH4-].[Li+] (lithium borohydride), Cl (hydrochloric acid). Run in O1CCCC1 (tetrahydrofuran), O1CCCC1 (tetrahydrofuran), O (water). Run at temperature 25 celsius, time 1 hour. The product is O=S1(N=C(NC2=C1C=CC=C2)C2=C(C1=C(N(C2=O)NCC2=NC=CC=C2)C=CS1)O)=O (6-(1,1-dioxido-4H-1,2,4-benzothiadiazin-3-yl)-7-hydroxy-4-[(pyridin-2-ylmethyl)amino]thieno[3,2-b]pyridin-5(4H)-one). As a reaction SMILES: [O:1]=[S:2]1(=[O:28])[C:7]2[CH:8]=[CH:9][CH:10]=[CH:11][C:6]=2[NH:5][C:4]([C:12]2[C:17](=[O:18])[N:16]([N:19]=[CH:20][CH:21]([CH3:23])C)[C:15]3[CH:24]=[CH:25][S:26][C:14]=3[C:13]=2[OH:27])=[N:3]1.CO.[BH4-].[Li+].Cl>O1CCCC1.O>[O:1]=[S:2]1(=[O:28])[C:7]2[CH:8]=[CH:9][CH:10]=[CH:11][C:6]=2[NH:5][C:4]([C:12]2[C:17](=[O:18])[N:16]([NH:19][CH2:20][C:21]3[CH:23]=[CH:13][CH:12]=[CH:4][N:3]=3)[C:15]3[CH:24]=[CH:25][S:26][C:14]=3[C:13]=2[OH:27])=[N:3]1 |f:2.3|. Reported procedure: The product of Example 269A (0.071 g, 0.16 mmol) in tetrahydrofuran (4 mL) and methanol (0.020 mL, 0.5 mmol) at 0° C. was treated dropwise with a 2.0M solution of lithium borohydride in tetrahydrofuran (0.150 mL, 0.3 mmol). The reaction was stirred at 25° C. for 1 hour, acidified with 1 M hydrochloric acid to a pH of approximately 2-4, diluted with water (15 mL), and the resulting precipitate was collected by filtration and dried. The crude product was chromatographed on silica gel with 5% metha... Starting materials: C(C)(=O)NC1=CC=CC(=N1)C(=O)O (6-acetylaminopyridine-2-carboxylic acid), 1,1-Carbonyldiimidazole, N\C(\C1=CC=C(C=C1)S(=O)(=O)NC=1C=C(C=CC1)NC(C)=O)=N/O (N-{3-[({4-[(Z)-Amino(hydroxyimino)methyl]phenyl}sulfonyl)amino]phenyl}acetamide). The solvent is O1CCOCC1 (dioxane), CN(C)C=O (DMF), O1CCOCC1 (dioxane). Reaction conditions: time 3 hour. The product is C(C)(=O)NC=1C=C(C=CC1)NS(=O)(=O)C1=CC=C(C=C1)C1=NOC(=N1)C1=CC=CC(=N1)NC(C)=O (N-(6-{3-[4-({[3-(Acetylamino)phenyl]amino}sulfonyl)phenyl]-1,2,4-oxadiazol-5-yl}pyridin-2-yl)acetamide). As a reaction SMILES: [C:1]([NH:4][C:5]1[N:10]=[C:9]([C:11]([OH:13])=O)[CH:8]=[CH:7][CH:6]=1)(=[O:3])[CH3:2].[NH2:14]/[C:15](=[N:36]\O)/[C:16]1[CH:21]=[CH:20][C:19]([S:22]([NH:25][C:26]2[CH:27]=[C:28]([NH:32][C:33](=[O:35])[CH3:34])[CH:29]=[CH:30][CH:31]=2)(=[O:24])=[O:23])=[CH:18][CH:17]=1>O1CCOCC1.CN(C=O)C>[C:33]([NH:32][C:28]1[CH:27]=[C:26]([NH:25][S:22]([C:19]2[CH:18]=[CH:17][C:16]([C:15]3[N:36]=[C:11]([C:9]4[N:10]=[C:5]([NH:4][C:1](=[O:3])[CH3:2])[CH:6]=[CH:7][CH:8]=4)[O:13][N:14]=3)=[CH:21][CH:20]=2)(=[O:24])=[O:23])[CH:31]=[CH:30][CH:29]=1)(=[O:35])[CH3:34]. Procedure details: 1,1-Carbonyldiimidazole (9.78 g) dissolved in dioxane (100 ml) is added dropwise to 6-acetylaminopyridine-2-carboxylic acid (10.86 g) in a mixture of dioxane (100 ml) and DMF (60 ml) and the mixture is stirred at room temperature for 3 h. N-{3-[({4-[(Z)-Amino(hydroxyimino)methyl]phenyl}sulfonyl)amino]phenyl}acetamide is then added as a solid and the reaction mixture is stirred at room temperature for 16 h. Subsequently, the reaction mixture is stirred at 100° C. for 4 h and then poured onto ice/... Starting materials: solution, C(C)(=O)[O-].[NH4+] (ammonium acetate), C[O-].[Na+] (sodium methoxide), [N+](=O)([O-])C1CCC(NC1C=1SC=CC1)=O (5-nitro-2-oxo-6-thienylpiperidine). Reagents/catalysts: [Cl-].[Cl-].[Cl-].[Ti+3] (titanium trichloride), [Cl-].[Cl-].[Cl-].[Ti+3] (titanium trichloride). Solvent: Cl (hydrochloric acid), CO (methanol), CO (methanol), CO (methanol). Reaction conditions: time 20 minute. Product: O=C1NC(C(CC1)=O)C=1SC=CC1 (2,5-dioxo-6-thienylpiperidine). As a reaction SMILES: C([O-])(=[O:3])C.[NH4+].C[O-].[Na+].[N+]([CH:12]1[CH:17]([C:18]2[S:19][CH:20]=[CH:21][CH:22]=2)[NH:16][C:15](=[O:23])[CH2:14][CH2:13]1)([O-])=O>Cl.CO.[Cl-].[Cl-].[Cl-].[Ti+3]>[O:23]=[C:15]1[CH2:14][CH2:13][C:12](=[O:3])[CH:17]([C:18]2[S:19][CH:20]=[CH:21][CH:22]=2)[NH:16]1 |f:0.1,2.3,7.8.9.10|. Reported procedure: A 13% solution of titanium trichloride in 20% hydrochloric acid (173 ml) was added to a degassed solution of ammonium acetate (100 g) in methanol (300 ml) at 0° C. under nitrogen over 20 min. A solution of sodium methoxide (1.49 g) in methanol (60 ml) was added to a suspension of 5-nitro-2-oxo-6-thienylpiperidine (5 g, Example 25a) in methanol (75 ml) and the mixture stirred for 20 min. This solution was then added dropwise to the titanium trichloride/buffer solution at 0° C. under nitrogen. The...